Dataset: the Open Reaction Database (ORD), a public repository of structured organic reaction records. Task: describe an organic reaction: reactants, conditions, products, and yield Starting materials: N1C=CC2=CC(=CC=C12)N (1H-indol-5-amine), C1(CC1)C(=O)Cl (cyclopropanecarbonyl chloride). Yields the product N1C=CC2=CC(=CC=C12)NC(=O)C1CC1 (N-(1H-indol-5-yl)cyclopropanecarboxamide). Reaction SMILES: [NH:1]1[C:9]2[C:4](=[CH:5][C:6]([NH2:10])=[CH:7][CH:8]=2)[CH:3]=[CH:2]1.[CH:11]1([C:14](Cl)=[O:15])[CH2:13][CH2:12]1>>[NH:1]1[C:9]2[C:4](=[CH:5][C:6]([NH:10][C:14]([CH:11]3[CH2:13][CH2:12]3)=[O:15])=[CH:7][CH:8]=2)[CH:3]=[CH:2]1. Procedure details: The title compound was prepared by following the similar procedure as described in Intermediate-1, using 1H-indol-5-amine and cyclopropanecarbonyl chloride; MS: 201.1 (M+1). Starting materials: CC=1N(C(=CC1)C)C1=NNC=C1 (3-(2,5-dimethylpyrrol-1-yl)-1H-pyrazole), ClC1=CC=C(C=C1)I (1-chloro-4-iodobenzene), C([O-])([O-])=O.[Cs+].[Cs+] (cesium carbonate), N1=CC=CC2=CC=CC(=C12)O (8-quinolinol). The reagents and catalysts are [Cu-]=O (copper (I) oxide). Run in CN1C(CCC1)=O (N-methylpyrrolidone), C1(=CC=CC=C1)C (toluene). Reaction conditions: temperature 110 celsius, time 2 hour. Yields the product ClC1=CC=C(C=C1)N1N=C(C=C1)N1C(=CC=C1C)C (1-(4-Chlorophenyl)-3-(2,5-dimethylpyrrol-1-yl)-1H-pyrazole). The yield is 96.5%. Reaction SMILES: [CH3:1][C:2]1[N:3]([C:8]2[CH:12]=[CH:11][NH:10][N:9]=2)[C:4]([CH3:7])=[CH:5][CH:6]=1.C(=O)([O-])[O-].[Cs+].[Cs+].N1C2C(=CC=CC=2O)C=CC=1.[Cl:30][C:31]1[CH:36]=[CH:35][C:34](I)=[CH:33][CH:32]=1>CN1CCCC1=O.[Cu-]=O.C1(C)C=CC=CC=1>[Cl:30][C:31]1[CH:36]=[CH:35][C:34]([N:10]2[CH:11]=[CH:12][C:8]([N:3]3[C:2]([CH3:1])=[CH:6][CH:5]=[C:4]3[CH3:7])=[N:9]2)=[CH:33][CH:32]=1 |f:1.2.3|. Procedure: Under argon atmosphere, to a solution of 3-(2,5-dimethylpyrrol-1-yl)-1H-pyrazole (3.06 g) prepared according to the same procedures as Preparation 4 in N-methylpyrrolidone (31 ml) were sequentially added cesium carbonate (12.37 g), 8-quinolinol (0.55 g), copper (I) oxide (0.27 g) and 1-chloro-4-iodobenzene (6.79 g) at room temperature, the mixture was stirred at 110° C. for 2 hours. This reaction mixture was cooled to room temperature, and then toluene (30 ml) was added thereto, the mixture was ... The reactants are FC1=C(C(=CC=C1N)F)NC1=NC=CC=C1C1=C2N=CN(C2=NC=N1)C1OCCCC1 (2,6-difluoro-N1-(3-(9-(tetrahydro-2H-pyran-2-yl)-9H-purin-6-yl)pyridin-2-yl)benzene-1,3-diamine), O1CCC2=C1C(=CC=C2)S(=O)(=O)Cl (2,3-dihydrobenzofuran-7-sulfonyl chloride), N1=CC=CC=C1 (pyridine). Run in ClCCl (dichloromethane). Conditions: temperature 50 celsius, time 2 hour. The product is FC1=C(C=CC(=C1NC1=NC=CC=C1C1=C2N=CN(C2=NC=N1)C1OCCCC1)F)NS(=O)(=O)C1=CC=CC=2CCOC21 (N-(2,4-difluoro-3-(3-(9-(tetrahydro-2H-pyran-2-yl)-9H-purin-6-yl)pyridin-2-ylamino)phenyl)-2,3-dihydrobenzofuran-7-sulfonamide). RXN SMILES: [F:1][C:2]1[C:7]([NH2:8])=[CH:6][CH:5]=[C:4]([F:9])[C:3]=1[NH:10][C:11]1[C:16]([C:17]2[N:25]=[CH:24][N:23]=[C:22]3[C:18]=2[N:19]=[CH:20][N:21]3[CH:26]2[CH2:31][CH2:30][CH2:29][CH2:28][O:27]2)=[CH:15][CH:14]=[CH:13][N:12]=1.[O:32]1[C:36]2[C:37]([S:41](Cl)(=[O:43])=[O:42])=[CH:38][CH:39]=[CH:40][C:35]=2[CH2:34][CH2:33]1.N1C=CC=CC=1>ClCCl>[F:1][C:2]1[C:3]([NH:10][C:11]2[C:16]([C:17]3[N:25]=[CH:24][N:23]=[C:22]4[C:18]=3[N:19]=[CH:20][N:21]4[CH:26]3[CH2:31][CH2:30][CH2:29][CH2:28][O:27]3)=[CH:15][CH:14]=[CH:13][N:12]=2)=[C:4]([F:9])[CH:5]=[CH:6][C:7]=1[NH:8][S:41]([C:37]1[C:36]2[O:32][CH2:33][CH2:34][C:35]=2[CH:40]=[CH:39][CH:38]=1)(=[O:42])=[O:43]. Procedure: The 2,6-difluoro-N1-(3-(9-(tetrahydro-2H-pyran-2-yl)-9H-purin-6-yl)pyridin-2-yl)benzene-1,3-diamine (20 mg, 0.047 mmol) prepared at Step 9 was added and dissolved into dichloromethane solvent. 2,3-dihydrobenzofuran-7-sulfonyl chloride (15 mg, 0.07 mmol) and pyridine (8 uL, 0.094 mmol) were added into the reaction solution and stirred at 50° C. for 2 hours. After the reaction, the reactant was washed with 1N aqueous hydrochloric acid solution and salt water. After extraction with dichloromethane,...